This data is from the Open Reaction Database (ORD), a public repository of structured organic reaction records. The task is: describe an organic reaction: reactants, conditions, products, and yield Starting materials: [H-].[Na+] (sodium hydride), FC1=CC=C(C=C1)N=C=O (4-fluorophenylisocyanate), ice water, CN(C=O)C (dimethylformamide), C(C)N1C(CC2=CC3=C(C=C12)C=CCO3)=O (1-ethyl-2-oxo-2,3-dihydro-pyrano[2,3-f]indole). Run in ClCCl (dichloromethane). The product is FC1=CC=C(C=C1)NC(=O)C1C(N(C2=CC3=C(C=C12)OCC=C3)CC)=O (N-(4-Fluorophenyl)-1-ethyl-2-oxo-2,3-dihydropyrano[2,3-f]indole-3-carboxamide). Isolated yield 60.0%. As a reaction SMILES: [H-].[Na+].CN(C)C=O.[CH2:8]([N:10]1[C:18]2[C:13](=[CH:14][C:15]3[O:22][CH2:21][CH:20]=[CH:19][C:16]=3[CH:17]=2)[CH2:12][C:11]1=[O:23])[CH3:9].[F:24][C:25]1[CH:30]=[CH:29][C:28]([N:31]=[C:32]=[O:33])=[CH:27][CH:26]=1>ClCCl>[F:24][C:25]1[CH:30]=[CH:29][C:28]([NH:31][C:32]([CH:12]2[C:13]3[C:18](=[CH:17][C:16]4[CH:19]=[CH:20][CH2:21][O:22][C:15]=4[CH:14]=3)[N:10]([CH2:8][CH3:9])[C:11]2=[O:23])=[O:33])=[CH:27][CH:26]=1 |f:0.1|. Procedure: To a slurry of 128 mg. (3.2 mmoles) of sodium hydride (washed with petroleum ether) in 4 ml. of dimethylformamide was added 500 mg. (2.3 mmoles) of 1-ethyl-2-oxo-2,3-dihydro-pyrano[2,3-f]indole followed after 15 minutes of stirring by 0.36 ml. (3.2 mmoles) of 4-fluorophenylisocyanate. The reaction mixture was allowed to stir at room temperature for 30 minutes, and was then added to a mixture of dichloromethane (50 ml.) and ice water (50 ml.). The aqueous layer was extracted with 35 ml. of dichlo... Reactants: CC1(C)OB(c2cncc(C=O)c2)OC1(C)C, COCCCN, CCS(=O)(=O)N1CCC(c2c[nH]c3c(C(N)=O)cc(-c4cncc(CNCC5CC5)c4)cc23)CC1. Yields the product COCCCNCc1cncc(B2OC(C)(C)C(C)(C)O2)c1. RXN SMILES: [CH3:36][C:37]1([CH3:52])[O:38][B:39]([c:44]2[cH:45][c:46]([CH:50]=[O:51])[cH:47][n:48][cH:49]2)[O:40][C:41]1([CH3:42])[CH3:43].[CH3:53][O:54][CH2:55][CH2:56][CH2:57][NH2:58].[CH:1]1([CH2:2][NH:3][CH2:4][c:5]2[cH:6][c:7](-[c:8]3[cH:9][c:10]4[c:11]([c:12]([C:13]([NH2:14])=[O:15])[cH:16]3)[nH:17][cH:18][c:19]4[CH:20]3[CH2:21][CH2:22][N:23]([S:24]([CH2:25][CH3:26])(=[O:27])=[O:28])[CH2:29][CH2:30]3)[cH:31][n:32][cH:33]2)[CH2:34][CH2:35]1>>[CH3:36][C:37]1([CH3:52])[O:38][B:39]([c:44]2[cH:45][c:46]([CH2:50][NH:58][CH2:57][CH2:56][CH2:55][O:54][CH3:53])[cH:47][n:48][cH:49]2)[O:40][C:41]1([CH3:42])[CH3:43]. Reactants: [NH4+].[Cl-] (NH4Cl), OC1=CC=C(C=C1)CC(=O)OC (methyl 2-(4-hydroxyphenyl)acetate), ClC1=NC=2N(C(=C1)N(COCC[Si](C)(C)C)COCC[Si](C)(C)C)N=CC2 (5-chloro-N,N-bis((2-(trimethylsilyl)ethoxy)methyl)pyrazolo[1,5-a]pyrimidin-7-amine), [H-].[Na+] (NaH). Solvent: CN(C)C=O (DMF). Run at time 5 minute. Yields the product C[Si](CCOCN(C1=CC(=NC=2N1N=CC2)OC2=CC=C(C=C2)CC(=O)OC)COCC[Si](C)(C)C)(C)C (methyl 2-(4-(7-(bis((2-(trimethylsilyl)ethoxy)methyl)amino)pyrazolo[1,5-a]pyrimidin-5-yloxy)phenyl)acetate). Isolated yield 876.9%. RXN SMILES: [OH:1][C:2]1[CH:7]=[CH:6][C:5]([CH2:8][C:9]([O:11][CH3:12])=[O:10])=[CH:4][CH:3]=1.[H-].[Na+].Cl[C:16]1[CH:21]=[C:20]([N:22]([CH2:31][O:32][CH2:33][CH2:34][Si:35]([CH3:38])([CH3:37])[CH3:36])[CH2:23][O:24][CH2:25][CH2:26][Si:27]([CH3:30])([CH3:29])[CH3:28])[N:19]2[N:39]=[CH:40][CH:41]=[C:18]2[N:17]=1.[NH4+].[Cl-]>CN(C=O)C>[CH3:36][Si:35]([CH3:38])([CH3:37])[CH2:34][CH2:33][O:32][CH2:31][N:22]([CH2:23][O:24][CH2:25][CH2:26][Si:27]([CH3:30])([CH3:29])[CH3:28])[C:20]1[N:19]2[N:39]=[CH:40][CH:41]=[C:18]2[N:17]=[C:16]([O:1][C:2]2[CH:3]=[CH:4][C:5]([CH2:8][C:9]([O:11][CH3:12])=[O:10])=[CH:6][CH:7]=2)[CH:21]=1 |f:1.2,4.5|. Reported procedure: The compound methyl 2-(4-hydroxyphenyl)acetate (330 mg, 0.2 mmol) was dissolved in dry DMF (3 mL) and NaH (80 mg, 60% in oil, 0.2 mmol) was added and the mixture was stirred at room temperature for 5 min. Then, 5-chloro-N,N-bis((2-(trimethylsilyl)ethoxy)methyl)pyrazolo[1,5-a]pyrimidin-7-amine (430 mg, 0.1 mmol) was added and the resulting mixture was heated up to 130° C. with microwave and stirred for 30 min. After cooling to room temperature, NH4Cl (aq) was added to quench the reaction and extr... Reactants: [H][H] (Hydrogen), CN(C1=CC=CC=C1)CC(CN=[N+]=[N-])O (3-(N-methyl-N-phenylamino)-2-hydroxypropylazide). Run in C(C)O (ethanol). The reagents and catalysts are [Pd] (palladium-on-carbon). Product: CN(C1=CC=CC=C1)CC(CN)O (3-(N-Methyl-N-phenylamino)-2-hydroxypropylamine). RXN SMILES: [H][H].[CH3:3][N:4]([CH2:11][CH:12]([OH:17])[CH2:13][N:14]=[N+]=[N-])[C:5]1[CH:10]=[CH:9][CH:8]=[CH:7][CH:6]=1>[Pd].C(O)C>[CH3:3][N:4]([CH2:11][CH:12]([OH:17])[CH2:13][NH2:14])[C:5]1[CH:10]=[CH:9][CH:8]=[CH:7][CH:6]=1. Procedure details: Hydrogen was introduced into a mixture of 1.85 g of 3-(N-methyl-N-phenylamino)-2-hydroxypropylazide (prepared as described in Preparation 89), 0.9 g of 10% w/w palladium-on-carbon and 30 ml of ethanol for 1.5 hours. At the end of this time, the atmosphere was replaced with nitrogen, the palladium-on-carbon catalyst was removed from the reaction mixture by filtration, and the filtrate was concentrated by evaporation under reduced pressure, to give 1.6 g of the title compound which decomposed at 1... The yield is 99.0%.